The task is: describe an organic reaction: reactants, conditions, products, and yield. This data is from the Open Reaction Database (ORD), a public repository of structured organic reaction records. Yields the product COC1=C(C(=C(C(=C1CCCC)OCOC)OC)CCCCCC1=C(C(=C(C(=C1OCOC)OC)C(=O)OCC)OCOC)OC)OCOC (1,4-dimethoxy-2,5-bis(methoxymethoxy)-6-butyl-3-{5-[2,5-dimethoxy-3,6-bis(methoxymethoxy)-4-(ethoxycarbonyl)phenyl]pentyl}benzene). Reactants: COC1=C(C(=C(C(=C1CCCC)OCOC)OC)CCCCCC1=C(C(=CC(=C1OCOC)OC)OCOC)OC)OCOC (1,4-dimethoxy-2,5-bis(methoxymethoxy)-6-butyl-3-{5-[2,5-dimethoxy-3,6-bis(methoxymethoxy)phenyl]pentyl}benzene), ClC(=O)OCC (ethyl chloroformate). RXN SMILES: [CH3:1][O:2][C:3]1[C:8]([CH2:9][CH2:10][CH2:11][CH3:12])=[C:7]([O:13][CH2:14][O:15][CH3:16])[C:6]([O:17][CH3:18])=[C:5]([CH2:19][CH2:20][CH2:21][CH2:22][CH2:23][C:24]2[C:29]([O:30][CH2:31][O:32][CH3:33])=[C:28]([O:34][CH3:35])[CH:27]=[C:26]([O:36][CH2:37][O:38][CH3:39])[C:25]=2[O:40][CH3:41])[C:4]=1[O:42][CH2:43][O:44][CH3:45].Cl[C:47]([O:49][CH2:50][CH3:51])=[O:48]>>[CH3:1][O:2][C:3]1[C:8]([CH2:9][CH2:10][CH2:11][CH3:12])=[C:7]([O:13][CH2:14][O:15][CH3:16])[C:6]([O:17][CH3:18])=[C:5]([CH2:19][CH2:20][CH2:21][CH2:22][CH2:23][C:24]2[C:29]([O:30][CH2:31][O:32][CH3:33])=[C:28]([O:34][CH3:35])[C:27]([C:47]([O:49][CH2:50][CH3:51])=[O:48])=[C:26]([O:36][CH2:37][O:38][CH3:39])[C:25]=2[O:40][CH3:41])[C:4]=1[O:42][CH2:43][O:44][CH3:45]. Procedure: By using procedures similar to those described in Example 99, except that 1 g of 1,4-dimethoxy-2,5-bis(methoxymethoxy)-6-butyl-3-{5-[2,5-dimethoxy-3,6-bis(methoxymethoxy)phenyl]pentyl}benzene was reacted with 0.3 ml of ethyl chloroformate in place of oxygen gas, there was obtained 1.3 g of 1,4-dimethoxy-2,5-bis(methoxymethoxy)-6-butyl-3-{5-[2,5-dimethoxy-3,6-bis(methoxymethoxy)-4-(ethoxycarbonyl)phenyl]pentyl}benzene. Colorless oily substance.